Dataset: the Open Reaction Database (ORD), a public repository of structured organic reaction records. Task: describe an organic reaction: reactants, conditions, products, and yield Starting materials: OC1C2=C(OCC3=C1C=CC=C3)C=CC(=C2)C(=O)OC (Methyl 11-hydroxy-6,11-dihydrodibenz[b,e]oxepin-2-carboxylate), FC(C(=O)OC(C(F)(F)F)=O)(F)F (Trifluoroacetic anhydride), SCCO (2-mercaptoethanol). Solvent: C(Cl)Cl (methylene chloride), C(Cl)Cl (methylene chloride). Yields the product OCCSC1C2=C(OCC3=C1C=CC=C3)C=CC(=C2)C(=O)OC (methyl 11-(2-hydroxyethyl)thio-6,11-dihydrodibenz[b,e]oxepin-2-carboxylate). RXN SMILES: O[CH:2]1[C:8]2[CH:9]=[CH:10][CH:11]=[CH:12][C:7]=2[CH2:6][O:5][C:4]2[CH:13]=[CH:14][C:15]([C:17]([O:19][CH3:20])=[O:18])=[CH:16][C:3]1=2.FC(F)(F)C(OC(=O)C(F)(F)F)=O.[SH:34][CH2:35][CH2:36][OH:37]>C(Cl)Cl>[OH:37][CH2:36][CH2:35][S:34][CH:2]1[C:8]2[CH:9]=[CH:10][CH:11]=[CH:12][C:7]=2[CH2:6][O:5][C:4]2[CH:13]=[CH:14][C:15]([C:17]([O:19][CH3:20])=[O:18])=[CH:16][C:3]1=2. Procedure: In 400 ml of methylene chloride was suspended 40.0 g of Compound b obtained in Reference Example 2. Trifluoroacetic anhydride, 21.0 ml, was added to the suspension followed by stirring at room temperature for an hour. Them, 10.7 ml of 2-mercaptoethanol was added to the mixture followed by stirring for further 4 hours. After 100 ml of methylene chloride was added to the reaction mixture, the mixture was washed with saturated aqueous sodium chloride solution. After drying over anhydrous magnesium ... Starting materials: CCN(C(C)C)C(C)C, O=C1CSC(=S)N1, NCc1cccs1. The product is O=C1CSC(NCc2cccs2)=N1. Reaction SMILES: [CH:15]([N:16]([CH2:17][CH3:18])[CH:19]([CH3:20])[CH3:21])([CH3:22])[CH3:23].[S:8]1[C:9](=[S:10])[NH:11][C:12](=[O:13])[CH2:14]1.[s:1]1[c:2]([CH2:6][NH2:7])[cH:3][cH:4][cH:5]1>>[s:1]1[c:2]([CH2:6][NH:7][C:9]2=[N:11][C:12](=[O:13])[CH2:14][S:8]2)[cH:3][cH:4][cH:5]1. Starting materials: C1CCOC1, C[Si](C)(C)[N-][Si](C)(C)C, CCC(C)Nc1nc2ccc(CC#N)cc2s1, Cl, COC(=O)c1ccccc1F, [Li+], O. Product: CCC(C)Nc1nc2ccc(C(C#N)C(=O)c3ccccc3F)cc2s1. RXN SMILES: [CH2:40]1[O:41][CH2:42][CH2:43][CH2:44]1.[CH3:1][Si:2]([N-:3][Si:4]([CH3:5])([CH3:6])[CH3:7])([CH3:8])[CH3:9].[CH:11]([CH3:12])([CH2:13][CH3:14])[NH:15][c:16]1[s:17][c:18]2[c:19]([n:20]1)[cH:21][cH:22][c:23]([CH2:25][C:26]#[N:27])[cH:24]2.[ClH:39].[F:28][c:29]1[c:30]([C:31](=[O:32])[O:33][CH3:34])[cH:35][cH:36][cH:37][cH:38]1.[Li+:10].[OH2:45]>>[CH:11]([CH3:12])([CH2:13][CH3:14])[NH:15][c:16]1[s:17][c:18]2[c:19]([n:20]1)[cH:21][cH:22][c:23]([CH:25]([C:26]#[N:27])[C:31]([c:30]1[c:29]([F:28])[cH:38][cH:37][cH:36][cH:35]1)=[O:32])[cH:24]2. Starting materials: C(C1=CC=CC=C1)OC1=C2C=NNC(C2=CC=C1OC)=O (5-benzyloxy-6-methoxy-2H-phthalazin-1-one), O=P(Cl)(Cl)Cl (POCl3). Run in C(C)#N (acetonitrile). The product is C(C1=CC=CC=C1)OC1=C2C=NN=C(C2=CC=C1OC)Cl (5-Benzyloxy-1-chloro-6-methoxy-phthalazine). Yield: 97.4%. As a reaction SMILES: [CH2:1]([O:8][C:9]1[C:18]([O:19][CH3:20])=[CH:17][CH:16]=[C:15]2[C:10]=1[CH:11]=[N:12][NH:13][C:14]2=O)[C:2]1[CH:7]=[CH:6][CH:5]=[CH:4][CH:3]=1.O=P(Cl)(Cl)[Cl:24]>C(#N)C>[CH2:1]([O:8][C:9]1[C:18]([O:19][CH3:20])=[CH:17][CH:16]=[C:15]2[C:10]=1[CH:11]=[N:12][N:13]=[C:14]2[Cl:24])[C:2]1[CH:7]=[CH:6][CH:5]=[CH:4][CH:3]=1. Procedure details: A suspension of 5-benzyloxy-6-methoxy-2H-phthalazin-1-one (4 g, 14.17 mmoles), prepared as described in example 69, in acetonitrile (40 ml), and POCl3 (6.5 ml, 70.8 mmoles) was heated at 80° C. under stirring up to dissolution. After 30 minutes the solution was evaporated and the residue taken up in CH2Cl2 (100 ml), washed with a cold solution of NaOH (20 ml) and water (200 ml) and extracted in ethyl ether (twice) and ethyl acetate (once) checking the pH to be around 7. The organic phase was was...